Dataset: the Open Reaction Database (ORD), a public repository of structured organic reaction records. Task: describe an organic reaction: reactants, conditions, products, and yield Starting materials: CCO, CCOC(=O)CCNC(=O)c1ccc(NC(c2cc(C3CCSCC3)sc2CC)C2CCCCC2)cc1, [Na+], C1CCOC1, [OH-]. Yields the product CCc1sc(C2CCSCC2)cc1C(Nc1ccc(C(=O)NCCC(=O)O)cc1)C1CCCCC1. As a reaction SMILES: [CH3:45][CH2:46][OH:47].[CH:1]1([CH:7]([c:8]2[c:9]([CH2:19][CH3:20])[s:10][c:11]([CH:13]3[CH2:14][CH2:15][S:16][CH2:17][CH2:18]3)[cH:12]2)[NH:21][c:22]2[cH:23][cH:24][c:25]([C:28](=[O:29])[NH:30][CH2:31][CH2:32][C:33](=[O:34])[O:35][CH2:36][CH3:37])[cH:26][cH:27]2)[CH2:2][CH2:3][CH2:4][CH2:5][CH2:6]1.[Na+:44].[O:38]1[CH2:39][CH2:40][CH2:41][CH2:42]1.[OH-:43]>>[CH:1]1([CH:7]([c:8]2[c:9]([CH2:19][CH3:20])[s:10][c:11]([CH:13]3[CH2:14][CH2:15][S:16][CH2:17][CH2:18]3)[cH:12]2)[NH:21][c:22]2[cH:23][cH:24][c:25]([C:28](=[O:29])[NH:30][CH2:31][CH2:32][C:33](=[O:34])[OH:35])[cH:26][cH:27]2)[CH2:2][CH2:3][CH2:4][CH2:5][CH2:6]1. Reactants: C(C)(C)N(C(C)C)CC (N,N-diisopropylethylamine), ICC (iodoethane), ClC1=CC=C(S1)C(=O)NC1=C2C(N(C(C2=CC=C1)=O)CCC1CCNCC1)=O (5-chloro-N-{1,3-dioxo-2-[2-(4-piperidinyl)ethyl]-2,3-dihydro-1H-isoindol-4-yl}-2-thiophenecarboxamide). Solvent: O1CCOCC1 (1,4-dioxane). Run at time 8 hour. The product is ClC1=CC=C(S1)C(=O)NC1=C2C(N(C(C2=CC=C1)=O)CCC1CCN(CC1)CC)=O (5-Chloro-N-{2-[2-(1-ethyl4-piperidinyl)ethyl]-1,3-dioxo-2,3-dihydro-1H-isoindol-4-yl}-2-thiophenecarboxamide). RXN SMILES: [Cl:1][C:2]1[S:6][C:5]([C:7]([NH:9][C:10]2[CH:18]=[CH:17][CH:16]=[C:15]3[C:11]=2[C:12](=[O:28])[N:13]([CH2:20][CH2:21][CH:22]2[CH2:27][CH2:26][NH:25][CH2:24][CH2:23]2)[C:14]3=[O:19])=[O:8])=[CH:4][CH:3]=1.[CH:29](N(CC)C(C)C)(C)[CH3:30].ICC>O1CCOCC1>[Cl:1][C:2]1[S:6][C:5]([C:7]([NH:9][C:10]2[CH:18]=[CH:17][CH:16]=[C:15]3[C:11]=2[C:12](=[O:28])[N:13]([CH2:20][CH2:21][CH:22]2[CH2:27][CH2:26][N:25]([CH2:29][CH3:30])[CH2:24][CH2:23]2)[C:14]3=[O:19])=[O:8])=[CH:4][CH:3]=1. Procedure details: 50.1 mg (0.12 mmol) of 5-chloro-N-{1,3-dioxo-2-[2-(4-piperidinyl)ethyl]-2,3-dihydro-1H-isoindol-4-yl}-2-thiophenecarboxamide are dissolved in 1 ml of 1,4-dioxane, and 25 μl (0.144 mmol) of N,N-diisopropylethylamine and 10 μl (0.12 mmol) of iodoethane are added. The mixture is stirred at room temperature overnight and, after concentration, chromatographed on silica gel (dichloromethane/methanol 97:3). Starting materials: C(=O)([O-])[O-].[K+].[K+] (K2CO3), C(C1=CC=CC=C1)Br (benzyl bromide), BrC1=C(C=C(C=C1)O)C#N (4-bromo-3-cyanophenol). Run in O (water), CN(C)C=O (DMF). Run at time 1 hour. Product: C(C1=CC=CC=C1)OC=1C=CC(=C(C#N)C1)Br (5-(benzyloxy)-2-bromobenzonitrile). RXN SMILES: [Br:1][C:2]1[CH:7]=[CH:6][C:5]([OH:8])=[CH:4][C:3]=1[C:9]#[N:10].C([O-])([O-])=O.[K+].[K+].[CH2:17](Br)[C:18]1[CH:23]=[CH:22][CH:21]=[CH:20][CH:19]=1>CN(C=O)C.O>[CH2:17]([O:8][C:5]1[CH:6]=[CH:7][C:2]([Br:1])=[C:3]([CH:4]=1)[C:9]#[N:10])[C:18]1[CH:23]=[CH:22][CH:21]=[CH:20][CH:19]=1 |f:1.2.3|. Procedure details: 4-bromo-3-cyanophenol (1 g, 5.05 mmol) was dissolved in DMF (10 ml) and K2CO3 (1.40 g, 10.10 mmol) and benzyl bromide (0.66 ml, 5.56 mmol) added. The mixture was stirred under N2 for 1 hr at RT. The mixture was diluted with water (15 mL) and extracted with EtOAc (2×10 mL). The organic fractions were combined, washed with brine (saturated, 1×8 mL), dried over MgSO4, filtered and the volatiles removed in vacuo. The residue was purified by chromatography on silica gel Biotage 25M, using a gradient ... Reactants: C(C)(C)(C)C1=C(OC2=NC=CC=C2N)C=CC=C1 (2-(2-tert-butylphenoxy)pyridin-3-amine), C(C)(C)(C)C1=C(OC2=NC=CC=C2N)C=CC=C1 (2-(2-tert-butylphenoxy)pyridin-3-amine), C(C1=CC=CC=C1)(=O)N=C=S (benzoyl isothiocyanate). Run in C(Cl)Cl (DCM). The product is C(C1=CC=CC=C1)(=O)NC(=S)NC=1C(=NC=CC1)OC1=C(C=CC=C1)C(C)(C)C (1-Benzoyl-3-[2-(2-tert-butyl-phenoxy)-pyridin-3-yl]-thiourea). RXN SMILES: [C:1]([C:5]1[CH:18]=[CH:17][CH:16]=[CH:15][C:6]=1[O:7][C:8]1[C:13]([NH2:14])=[CH:12][CH:11]=[CH:10][N:9]=1)([CH3:4])([CH3:3])[CH3:2].[C:19]([N:27]=[C:28]=[S:29])(=[O:26])[C:20]1[CH:25]=[CH:24][CH:23]=[CH:22][CH:21]=1>C(Cl)Cl>[C:19]([NH:27][C:28]([NH:14][C:13]1[C:8]([O:7][C:6]2[CH:15]=[CH:16][CH:17]=[CH:18][C:5]=2[C:1]([CH3:4])([CH3:2])[CH3:3])=[N:9][CH:10]=[CH:11][CH:12]=1)=[S:29])(=[O:26])[C:20]1[CH:25]=[CH:24][CH:23]=[CH:22][CH:21]=1. Procedure details: A mixture of 2-(2-tert-Butylphenoxy)-3-aminopyridine (Intermediate 1) (200 mg, 0.82 mmol) and benzoyl isothiocyanate (133 μL, 0.99 mmol, 1.2 eq) in DCM (10 mL) was heated at reflux for 1 h. The mixture was cooled to rt and evaporated to give the crude product. Purification by flash chromatography (silica, 0-50% EtOAc/hexane gradient) provided Example 204a as a white fluffy powder. (M+H)+=406.29. Reactants: N1=CC=CC=2C(C=CC(C12)=O)=O (5,8-quinolinedione), N1(CCNCC1)C(=O)OCC (1-piperazinecarboxylic acid, ethyl ester). The reagents and catalysts are [Ag]=O (silver oxide). Solvent: COCCOC (1,2-dimethoxyethane), COCCOC (1,2-dimethyoxyethane). Run at time 30 minute. Yields the product C(C)OC(=O)N1CCN(CC1)C=1C(C=2C=CC=NC2C(C1)=O)=O (4-(5,8-Dihydro-5,8-dioxo-6-quinolyl)-1-piperazinecarboxylic acid ethyl ester). The yield is 37.5%. RXN SMILES: [N:1]1[C:10]2[C:9](=[O:11])[CH:8]=[CH:7][C:6](=[O:12])[C:5]=2[CH:4]=[CH:3][CH:2]=1.[N:13]1([C:19]([O:21][CH2:22][CH3:23])=[O:20])[CH2:18][CH2:17][NH:16][CH2:15][CH2:14]1>COCCOC.[Ag]=O>[CH2:22]([O:21][C:19]([N:13]1[CH2:14][CH2:15][N:16]([C:7]2[C:6](=[O:12])[C:5]3[CH:4]=[CH:3][CH:2]=[N:1][C:10]=3[C:9](=[O:11])[CH:8]=2)[CH2:17][CH2:18]1)=[O:20])[CH3:23]. Reported procedure: A mixture of 1.1 g of 5,8-quinolinedione in 100 ml of 1,2-dimethoxyethane was added dropwise to a solution of 2.37 g of 1-piperazinecarboxylic acid, ethyl ester in 25 ml of 1,2-dimethyoxyethane with stirring. Stirring was continued for 30 minutes, then 1 g of silver oxide was added and this mixture was stirred overnight. The mixture was filtered and the solid washed with dichloromethane. The filtrate and wash were combined, evaporated, triturated with ethyl acetate and the solid collected. This ... The reactants are BrC1=CC=C(C=C1)C(CC(=O)C=1C=CC(N(C1)C)=O)C1=C(C=CC=C1)C (5-[3-(4-Bromo-phenyl)-3-o-tolyl-propionyl]-1-methyl-1H-pyridin-2-one), COC(CCBr)=O (methyl-3-bromopropionate), C([O-])([O-])=O.[K+].[K+] (potassium carbonate). The product is COC(CCN1C(C=CC(=C1)C(CC(C1=C(C=CC=C1)C)C1=CC=C(C=C1)Br)=O)=O)=O (3-{5-[3-(4-Bromo-phenyl)-3-o-tolyl-propionyl]-2-oxo-2H-pyridin-1-yl}-propionic acid methyl ester). RXN SMILES: [Br:1][C:2]1[CH:7]=[CH:6][C:5]([CH:8]([C:20]2[CH:25]=[CH:24][CH:23]=[CH:22][C:21]=2[CH3:26])[CH2:9][C:10]([C:12]2[CH:13]=[CH:14][C:15](=[O:19])[N:16]([CH3:18])[CH:17]=2)=[O:11])=[CH:4][CH:3]=1.[CH3:27][O:28][C:29](=[O:33])[CH2:30]CBr.C(=O)([O-])[O-].[K+].[K+]>>[CH3:27][O:28][C:29](=[O:33])[CH2:30][CH2:18][N:16]1[CH:17]=[C:12]([C:10](=[O:11])[CH2:9][CH:8]([C:5]2[CH:4]=[CH:3][C:2]([Br:1])=[CH:7][CH:6]=2)[C:20]2[CH:25]=[CH:24][CH:23]=[CH:22][C:21]=2[CH3:26])[CH:13]=[CH:14][C:15]1=[O:19] |f:2.3.4|. Procedure: In analogy to example 161, step 1, 5-[3-(4-bromo-phenyl)-3-o-tolyl-propionyl]-1-methyl-1H-pyridin-2-one (example 162, step 3) was reacted with methyl-3-bromopropionate in the presence of potassium carbonate to give the title compound as a colorless foam, MS (ESI+): m/z=482.2 [M+H]+.